This data is from the Open Reaction Database (ORD), a public repository of structured organic reaction records. The task is: describe an organic reaction: reactants, conditions, products, and yield Starting materials: [Li]CCCC, C1CCOC1, CCCCCC, Clc1nc(N2CCOCC2)c2ncsc2n1, CN(C)C=O. The product is O=Cc1nc2c(N3CCOCC3)nc(Cl)nc2s1. As a reaction SMILES: [CH2:17]([Li:18])[CH2:19][CH2:20][CH3:21].[CH2:33]1[O:34][CH2:35][CH2:36][CH2:37]1.[CH3:22][CH2:23][CH2:24][CH2:25][CH2:26][CH3:27].[Cl:1][c:2]1[n:3][c:4]([N:11]2[CH2:12][CH2:13][O:14][CH2:15][CH2:16]2)[c:5]2[c:6]([n:7]1)[s:8][cH:9][n:10]2.[O:28]=[CH:29][N:30]([CH3:31])[CH3:32]>>[Cl:1][c:2]1[n:3][c:4]([N:11]2[CH2:12][CH2:13][O:14][CH2:15][CH2:16]2)[c:5]2[c:6]([n:7]1)[s:8][c:9]([CH:29]=[O:28])[n:10]2. The reactants are COc1ccc(C(C)C)cc1CN1CCN(C(=O)OC(C)(C)C)CC1, ClCCl, O=C(O)C(F)(F)F. The product is COc1ccc(C(C)C)cc1CN1CCNCC1. As a reaction SMILES: [CH3:1][O:2][c:3]1[c:4]([CH2:12][N:13]2[CH2:14][CH2:15][N:16]([C:19]([O:20][C:21]([CH3:22])([CH3:23])[CH3:24])=[O:25])[CH2:17][CH2:18]2)[cH:5][c:6]([CH:9]([CH3:10])[CH3:11])[cH:7][cH:8]1.[Cl:33][CH2:34][Cl:35].[F:26][C:27]([F:28])([F:29])[C:30]([OH:31])=[O:32]>>[CH3:1][O:2][c:3]1[c:4]([CH2:12][N:13]2[CH2:14][CH2:15][NH:16][CH2:17][CH2:18]2)[cH:5][c:6]([CH:9]([CH3:10])[CH3:11])[cH:7][cH:8]1. Starting materials: N1=C(C=CC=C1)CC1=CC=C(C=C1)NC(=O)C=1COC2=C(C1)C=C(C=C2)C2=CC=C(C=C2)C (N-[4-(2-pyridylmethyl)phenyl]-6(4-methylphenyl)-2 H-1-benzopyran-3-carboxamide), ClC1=CC(=CC=C1)C(=O)OO (3-chloroperbenzoic acid), S(=S)(=O)([O-])[O-].[Na+].[Na+] (sodium thiosulfate). Run in O1CCCC1 (tetrahydrofuran). Reaction SMILES: [N:1]1[CH:6]=[CH:5][CH:4]=[CH:3][C:2]=1[CH2:7][C:8]1[CH:13]=[CH:12][C:11]([NH:14][C:15]([C:17]2[CH2:18][O:19][C:20]3[CH:26]=[CH:25][C:24]([C:27]4[CH:32]=[CH:31][C:30]([CH3:33])=[CH:29][CH:28]=4)=[CH:23][C:21]=3[CH:22]=2)=[O:16])=[CH:10][CH:9]=1.ClC1C=CC=C(C(OO)=[O:42])C=1.S([O-])([O-])(=O)=S.[Na+].[Na+]>O1CCCC1>[O-:42][N+:1]1[CH:6]=[CH:5][CH:4]=[CH:3][C:2]=1[CH2:7][C:8]1[CH:9]=[CH:10][C:11]([NH:14][C:15]([C:17]2[CH2:18][O:19][C:20]3[CH:26]=[CH:25][C:24]([C:27]4[CH:28]=[CH:29][C:30]([CH3:33])=[CH:31][CH:32]=4)=[CH:23][C:21]=3[CH:22]=2)=[O:16])=[CH:12][CH:13]=1 |f:2.3.4|. Yield: 73.7%. Product: [O-][N+]1=C(C=CC=C1)CC1=CC=C(C=C1)NC(=O)C=1COC2=C(C1)C=C(C=C2)C2=CC=C(C=C2)C (N-[4-(1-oxidopyridin-2-ylmethyl)phenyl]-6-(4-methylphenyl)-2 H-1-benzopyran-3-carboxamide). Reported procedure: To a solution of N-[4-(2-pyridylmethyl)phenyl]-6(4-methylphenyl)-2 H-1-benzopyran-3-carboxamide (250 mg) in tetrahydrofuran (10 ml) was added 3-chloroperbenzoic acid (70%, 0.21 g) at 0° C., and the mixture was stirred at room temperature for 14 hours. To the reaction mixture was added sodium thiosulfate solution, and the mixture was stirred for a few minutes. The mixture was extracted with ethyl acetate. The organic layer was washed with saturated sodium bicarbonate solution and saturated sodium... Reaction conditions: time 14 hour. Starting materials: C1CSCCN1, ClCCOc1ccc(-c2nnc(CSCCOc3ccccc3)o2)cc1. Product: c1ccc(OCCSCc2nnc(-c3ccc(OCCN4CCSCC4)cc3)o2)cc1. RXN SMILES: [CH2:27]1[CH2:28][S:29][CH2:30][CH2:31][NH:32]1.[Cl:1][CH2:2][CH2:3][O:4][c:5]1[cH:6][cH:7][c:8](-[c:11]2[o:12][c:13]([CH2:16][S:17][CH2:18][CH2:19][O:20][c:21]3[cH:22][cH:23][cH:24][cH:25][cH:26]3)[n:14][n:15]2)[cH:9][cH:10]1>>[CH2:2]([CH2:3][O:4][c:5]1[cH:6][cH:7][c:8](-[c:11]2[o:12][c:13]([CH2:16][S:17][CH2:18][CH2:19][O:20][c:21]3[cH:22][cH:23][cH:24][cH:25][cH:26]3)[n:14][n:15]2)[cH:9][cH:10]1)[N:32]1[CH2:27][CH2:28][S:29][CH2:30][CH2:31]1.